Dataset: the Open Reaction Database (ORD), a public repository of structured organic reaction records. Task: describe an organic reaction: reactants, conditions, products, and yield The reactants are NC=1C=CC(=C(C1)[C@]1(N=C(COCC1(F)F)N)C)F ((R)-5-(5-amino-2-fluorophenyl)-6,6-difluoro-5-methyl-2,5,6,7-tetrahydro-1,4-oxazepin-3-amine), COCC#CC=1C=CC(=NC1)C(=O)O (5-(3-methoxy-prop-1-ynyl)-pyridine-2-carboxylic acid). Yields the product C(=O)O.NC=1COCC([C@@](N1)(C)C=1C=C(C=CC1F)NC(C1=NC=C(C=C1)C#CCOC)=O)(F)F ((R)—N-(3-(3-Amino-6,6-difluoro-5-methyl-2,5,6,7-tetrahydro-1,4-oxazepin-5-yl)-4-fluorophenyl)-5-(3-methoxyprop-1-ynyl)picolinamide formate). RXN SMILES: [NH2:1][C:2]1[CH:3]=[CH:4][C:5]([F:19])=[C:6]([C@:8]2([CH3:18])[C:14]([F:16])([F:15])[CH2:13][O:12][CH2:11][C:10]([NH2:17])=[N:9]2)[CH:7]=1.[CH3:20][O:21][CH2:22][C:23]#[C:24][C:25]1[CH:26]=[CH:27][C:28]([C:31]([OH:33])=[O:32])=[N:29][CH:30]=1>>[CH:31]([OH:33])=[O:32].[NH2:17][C:10]1[CH2:11][O:12][CH2:13][C:14]([F:15])([F:16])[C@:8]([C:6]2[CH:7]=[C:2]([NH:1][C:31](=[O:32])[C:28]3[CH:27]=[CH:26][C:25]([C:24]#[C:23][CH2:22][O:21][CH3:20])=[CH:30][N:29]=3)[CH:3]=[CH:4][C:5]=2[F:19])([CH3:18])[N:9]=1 |f:2.3|. Procedure: The coupling of (R)-5-(5-amino-2-fluorophenyl)-6,6-difluoro-5-methyl-2,5,6,7-tetrahydro-1,4-oxazepin-3-amine (intermediate A9B) and 5-(3-methoxy-prop-1-ynyl)-pyridine-2-carboxylic acid (prepared according to Suzuki, Y. et al., Int. Patent Application Publ. No. WO2009091016) yielded the title compound as a white solid. MS (ISP): m/z=410.2 [M+H]+.